This data is from the Open Reaction Database (ORD), a public repository of structured organic reaction records. The task is: describe an organic reaction: reactants, conditions, products, and yield Starting materials: COC=1C=C2CCCC(C2=CC1)=O (6-methoxy-3,4-dihydro-1(2H)-naphthalenone), N#N (N2), ICC (iodoethane), [H-].[Na+] (NaH). The solvent is CN(C=O)C (N,N-dimethylformamide), CCOC(=O)C (EtOAc). Product: C(C)C1C(C2=CC=C(C=C2CC1)OC)=O (2-ethyl-6-methoxy-3,4-dihydro-1(2H)-naphthalenone). RXN SMILES: [CH3:1][O:2][C:3]1[CH:4]=[C:5]2[C:10](=[CH:11][CH:12]=1)[C:9](=[O:13])[CH2:8][CH2:7][CH2:6]2.N#N.[H-].[Na+].I[CH2:19][CH3:20]>CN(C)C=O.CCOC(C)=O>[CH2:19]([CH:8]1[CH2:7][CH2:6][C:5]2[C:10](=[CH:11][CH:12]=[C:3]([O:2][CH3:1])[CH:4]=2)[C:9]1=[O:13])[CH3:20] |f:2.3|. Procedure: A solution of 6-methoxy-3,4-dihydro-1(2H)-naphthalenone (5.0 g, 28 mmol) in anhydrous N,N-dimethylformamide (DMF, 60 mL) was purged with N2, cooled in an ice bath, stirred, and treated with NaH (1.2 g of a 60% dispersion in mineral oil, 30 mmol). The cooling bath was removed and the mixture was stirred at room temperature for 10 minutes. The mixture was re-cooled in an ice bath, treated with iodoethane (3.35 mL, 42 mmol), and then stirred under a N2 atmosphere while gradually warming to room tem... Starting materials: [Cl-].[Na+] (sodium chloride), C1(=CC=CC=C1)P(C1=CC=CC=C1)C1=CC=CC=C1 (Triphenylphosphine), O1CCCC1 (Tetrahydrofuran), OC1=CC=C(C=N1)B(O)O (6-hydroxy-3-pyridine boronic acid), C(C)O (Ethanol), C([O-])([O-])=O.[Na+].[Na+] (Sodium carbonate), BrC1=CC=C2C=NC(=NN21)NC2=CC=C(C=C2)N2CCOCC2 ((7-Bromo-pyrrolo[2,1-f][1,2,4]triazin-2-yl)-(4-morpholin-4-yl-phenyl)-amine), O (water). The reagents and catalysts are C(C)(=O)[O-].[Pd+2].C(C)(=O)[O-] (Palladium Acetate). Run at time 10 minute. The product is N1(CCOCC1)C1=CC=C(C=C1)NC1=NN2C(C=N1)=CC=C2C=2C=CC(=NC2)O (5-[2-(4-Morpholin-4-yl-phenylamino)-pyrrolo[2,1-f][1,2,4]triazin-7-yl]-pyridin-2-ol). Yield: 5.2%. Reaction SMILES: C1(P(C2C=CC=CC=2)C2C=CC=CC=2)C=CC=CC=1.O1CCCC1.Br[C:26]1[N:34]2[C:29]([CH:30]=[N:31][C:32]([NH:35][C:36]3[CH:41]=[CH:40][C:39]([N:42]4[CH2:47][CH2:46][O:45][CH2:44][CH2:43]4)=[CH:38][CH:37]=3)=[N:33]2)=[CH:28][CH:27]=1.[OH:48][C:49]1[N:54]=[CH:53][C:52](B(O)O)=[CH:51][CH:50]=1.C(=O)([O-])[O-].[Na+].[Na+].O.C(O)C.[Cl-].[Na+]>C([O-])(=O)C.[Pd+2].C([O-])(=O)C>[N:42]1([C:39]2[CH:40]=[CH:41][C:36]([NH:35][C:32]3[N:31]=[CH:30][C:29]4=[CH:28][CH:27]=[C:26]([C:52]5[CH:51]=[CH:50][C:49]([OH:48])=[N:54][CH:53]=5)[N:34]4[N:33]=3)=[CH:37][CH:38]=2)[CH2:47][CH2:46][O:45][CH2:44][CH2:43]1 |f:4.5.6,9.10,11.12.13|. Procedure: Palladium Acetate (0.018 g, 0.000080 mol) and Triphenylphosphine (0.026 g, 0.00010 mol) were dissolved in Tetrahydrofuran (1.2 mL, 0.015 mol) and the mixture was allowed to stir at room temperature for 10 minutes. (7-Bromo-pyrrolo[2,1-f][1,2,4]triazin-2-yl)-(4-morpholin-4-yl-phenyl)-amine (0.150 g, 0.000401 mol) was then added and the reaction was again allowed to stir for 10 minutes. 6-hydroxy-3-pyridine boronic acid (0.111 g, 0.000802 mol) was added followed by 0.9 M of Sodium carbonate in wat... Starting materials: C1CCOC1.O1CCCC1 (THF tetrahydrofuran). The solvent is CN(C)C=O.CN(C=O)C (DMF N,N-dimethylformamide). The product is CCOCC.C(C)OCC (Et2O diethylether). RXN SMILES: [CH2:1]1[CH2:5][O:4][CH2:3][CH2:2]1.[O:6]1[CH2:10][CH2:9][CH2:8][CH2:7]1>CN(C=O)C.CN(C)C=O>[CH3:2][CH2:3][O:4][CH2:5][CH3:1].[CH2:7]([O:6][CH2:10][CH3:9])[CH3:8] |f:0.1,2.3,4.5|. Procedure: THF—tetrahydrofuran, DMF—N,N-dimethylformamide; Starting materials: ClC1=C2C(=NC(=C1)C1=CC=CC=C1)ON=C2C (4-chloro-3methyl-6-phenylisoxazolo[5,4-b]-pyridine), C(CCC)N (n-butylamine). Run in O (water). Product: C(CCC)NC=1C2=C(N=C(C1)C1=CC=CC=C1)ON=C2C (N-butyl-3-methyl-6-phenylisoxazolo[5,4-b]pyridin-4-amine). As a reaction SMILES: Cl[C:2]1[CH:7]=[C:6]([C:8]2[CH:13]=[CH:12][CH:11]=[CH:10][CH:9]=2)[N:5]=[C:4]2[O:14][N:15]=[C:16]([CH3:17])[C:3]=12.[CH2:18]([NH2:22])[CH2:19][CH2:20][CH3:21]>O>[CH2:18]([NH:22][C:2]1[C:3]2[C:16]([CH3:17])=[N:15][O:14][C:4]=2[N:5]=[C:6]([C:8]2[CH:13]=[CH:12][CH:11]=[CH:10][CH:9]=2)[CH:7]=1)[CH2:19][CH2:20][CH3:21]. Procedure: 12.2 g. of 4-chloro-3methyl-6-phenylisoxazolo[5,4-b]-pyridine (0.05 mol.) are added to 150 ml. of n-butylamine. The reaction mixture is heated at 150°-160° for 3 hours in an autoclave and, after cooling to room temperature, is evaported in vacuo. The residue is treated with water, filtered off and dried. 14.1 g. (100%) of N-butyl-3-methyl-6-phenylisoxazolo[5,4-b]pyridin-4-amine are recrystallized from a mixture of ligroin and ethylacetate (3:1), m.p. 126°-127°. The reactants are C(C)(=O)NC=1C(C2=CC=CC=C2C(C1Cl)=O)=O (2-acetylamino-3-chloro1,4-naphthoquinone), C(C1=CC=CC=C1)N1CCNCC1 (N-benzylpiperazine). Run in C(C)O (ethanol). Yields the product O=C1C(=C(C(C2=CC=CC=C12)=O)N1CCN(CC1)CC1=CC=CC=C1)NC(C)=O (N-[1,4-Dihydro-1,4-dioxo-3-[4-(phenylmethyl)-1piperazinyl]-2-naphthalenyl]acetamide). Yield: 89.7%. As a reaction SMILES: [C:1]([NH:4][C:5]1[C:6](=[O:17])[C:7]2[C:12]([C:13](=[O:16])[C:14]=1Cl)=[CH:11][CH:10]=[CH:9][CH:8]=2)(=[O:3])[CH3:2].[CH2:18]([N:25]1[CH2:30][CH2:29][NH:28][CH2:27][CH2:26]1)[C:19]1[CH:24]=[CH:23][CH:22]=[CH:21][CH:20]=1>C(O)C>[O:17]=[C:6]1[C:7]2[C:12](=[CH:11][CH:10]=[CH:9][CH:8]=2)[C:13](=[O:16])[C:14]([N:28]2[CH2:29][CH2:30][N:25]([CH2:18][C:19]3[CH:20]=[CH:21][CH:22]=[CH:23][CH:24]=3)[CH2:26][CH2:27]2)=[C:5]1[NH:4][C:1](=[O:3])[CH3:2]. Procedure: A mixture of 500 mg of 2-acetylamino-3-chloro1,4-naphthoquinone, 880 mg of N-benzylpiperazine and 40 ml of absolute ethanol was heated at reflux for 3 hours, then the solvent was removed. The remainder was passed through a small plug of silica gel and eluted with chloroform. The eluate was concentrated to a solid which was recrystallized from dichloromethane/hexane, giving 700 mg of the desired product, mp 153-155°C. Reactants: ClC=1N=C(C2=C(N1)N(C=C2I)COCC[Si](C)(C)C)OC2CCOCC2 (2-Chloro-5-iodo-4-(tetrahydro-2H-pyran-4-yloxy)-7-((2-(trimethylsilyl)ethoxy)methyl)-7H-pyrrolo[2,3-d]pyrimidine), CNC(C1=NC=C(C=C1)B1OC(C(O1)(C)C)(C)C)=O (N-methyl-5-(4,4,5,5-tetramethyl-1,3,2-dioxaborolan-2-yl)picolinamide), 1′-bis(diphenyl-phosphino)-ferrocene, ClCCl (dichloromethane), C([O-])([O-])=O.[Na+].[Na+] (sodium carbonate). The solvent is O (water), O1CCOCC1 (1,4-dioxane). Run at temperature 85 celsius, time 2 hour. Product: ClC=1N=C(C2=C(N1)N(C=C2C=2C=CC(=NC2)C(=O)NC)COCC[Si](C)(C)C)OC2CCOCC2 (5-(2-Chloro-4-(tetrahydro-2H-pyran-4-yloxy)-7-((2-(trimethylsilyl)ethoxy)methyl)-7H-pyrrolo[2,3-d]pyrimidin-5-yl)-N-methylpicolinamide). Isolated yield 61.0%. Reaction SMILES: [Cl:1][C:2]1[N:3]=[C:4]([O:20][CH:21]2[CH2:26][CH2:25][O:24][CH2:23][CH2:22]2)[C:5]2[C:10](I)=[CH:9][N:8]([CH2:12][O:13][CH2:14][CH2:15][Si:16]([CH3:19])([CH3:18])[CH3:17])[C:6]=2[N:7]=1.[CH3:27][NH:28][C:29](=[O:45])[C:30]1[CH:35]=[CH:34][C:33](B2OC(C)(C)C(C)(C)O2)=[CH:32][N:31]=1.ClCCl.C(=O)([O-])[O-].[Na+].[Na+]>O.O1CCOCC1>[Cl:1][C:2]1[N:3]=[C:4]([O:20][CH:21]2[CH2:26][CH2:25][O:24][CH2:23][CH2:22]2)[C:5]2[C:10]([C:33]3[CH:34]=[CH:35][C:30]([C:29]([NH:28][CH3:27])=[O:45])=[N:31][CH:32]=3)=[CH:9][N:8]([CH2:12][O:13][CH2:14][CH2:15][Si:16]([CH3:19])([CH3:18])[CH3:17])[C:6]=2[N:7]=1 |f:3.4.5|. Reported procedure: 2-Chloro-5-iodo-4-(tetrahydro-2H-pyran-4-yloxy)-7-((2-(trimethylsilyl)ethoxy)methyl)-7H-pyrrolo[2,3-d]pyrimidine (1 equiv), N-methyl-5-(4,4,5,5-tetramethyl-1,3,2-dioxaborolan-2-yl)picolinamide (1 equiv), 1′-bis(diphenyl-phosphino)-ferrocene]dichloropalladium(II) complex with dichloromethane (0.1 equiv), sodium carbonate (3 equiv) were suspended in a 3:1 mixture of 1,4-dioxane and water (0.09 M) were combined in a sealed reaction vessel. The resulting solution was flushed with nitrogen and stirre... Procedure: To a solution of methyl [2-methyl-4-(5,6,7,8-tetrahydronaphthalen-2-yl)-5-oxazolyl]carboxylate (4.5 g) in diethyl ether (90 mL) was added lithium aluminum hydride (0.63 g) at 0° C. After stirring the reaction mixture at room temperature for 30 min, water (3.2 mL) was added, and the precipitated solid was removed by filtration. The filtrate was concentrated and the obtained solid was washed with isopropyl ether to give [2-methyl-4-(5,6,7,8-tetrahydronaphthalen-2-yl)-5-oxazolyl]methanol (3.63 g, y... The yield is 90.0%. Run in C(C)OCC (diethyl ether). Run at time 30 minute. The product is CC=1OC(=C(N1)C1=CC=2CCCCC2C=C1)CO ([2-methyl-4-(5,6,7,8-tetrahydronaphthalen-2-yl)-5-oxazolyl]methanol). The reactants are CC=1OC(=C(N1)C1=CC=2CCCCC2C=C1)C(=O)OC (methyl [2-methyl-4-(5,6,7,8-tetrahydronaphthalen-2-yl)-5-oxazolyl]carboxylate), [H-].[Al+3].[Li+].[H-].[H-].[H-] (lithium aluminum hydride), O (water). RXN SMILES: [CH3:1][C:2]1[O:3][C:4]([C:17](OC)=[O:18])=[C:5]([C:7]2[CH:16]=[CH:15][C:14]3[CH2:13][CH2:12][CH2:11][CH2:10][C:9]=3[CH:8]=2)[N:6]=1.[H-].[Al+3].[Li+].[H-].[H-].[H-].O>C(OCC)C>[CH3:1][C:2]1[O:3][C:4]([CH2:17][OH:18])=[C:5]([C:7]2[CH:16]=[CH:15][C:14]3[CH2:13][CH2:12][CH2:11][CH2:10][C:9]=3[CH:8]=2)[N:6]=1 |f:1.2.3.4.5.6|. Reactants: C(C=C)(=O)OCCO (2-hydroxyethyl acrylate), polycaprolactone, polycaprolactone, C(CCCCCCCCCCC)(=O)[O-].C(CCC)[Sn+2]CCCC.C(CCCCCCCCCCC)(=O)[O-] (dibutyltin laurate), COC1=CC=C(O)C=C1 (hydroquinone monomethyl ether), C1=CC(=CC(=C1)CN=C=O)CN=C=O (TAKENATE), C(CCCCCCCCCCCCCCCCCCCCC)O (behenyl alcohol), C(CCCCCCCCCCCCCCCCCCCCC)O (behenyl alcohol), C(CCCCCN=C=O)N=C=O (hexamethylene diisocyanate), isocyanurate, C(CCCCCCCCCCC)(=O)[O-].C(CCC)[Sn+2]CCCC.C(CCCCCCCCCCC)(=O)[O-] (dibutyltin laurate). The solvent is C1(=CC=CC=C1)C (toluene), C1(=CC=CC=C1)C (toluene). Run at temperature 40 celsius. Product: C(C=C)(=O)O.NC(=O)OCC (urethane acrylate). As a reaction SMILES: [CH2:1]([OH:23])[CH2:2][CH2:3]CCCCCCCCCCCCCCCCCCC.C(N=C=O)CCCCCN=C=[O:32].C1C=C(C[N:43]=[C:44]=[O:45])C=C(CN=C=O)C=1.C([O-])(=O)CCCCCCCCCCC.C([Sn+2]CCCC)CCC.C([O-])(=O)CCCCCCCCCCC.C(OCCO)(=O)C=C.COC1C=CC(O)=CC=1>C1(C)C=CC=CC=1>[C:1]([OH:23])(=[O:32])[CH:2]=[CH2:3].[NH2:43][C:44]([O:23][CH2:1][CH3:2])=[O:45] |f:3.4.5,9.10|. Procedure details: Into 50 parts of toluene, 5.8 parts of behenyl alcohol (“NAA-422”, trade name, produced by NOF Corporation, hydroxyl value: 180) was added and the mixture was heated up to 40° C. After thorough dissolution of the behenyl alcohol, 50 parts of hexamethylene diisocyanate subjected to isocyanurate modification (“TAKENATE D-170N”) was added and the mixture was maintained at 70° C. for 30 minutes. Subsequently, 0.02 parts of dibutyltin laurate was added and the mixture was maintained at 70° C. for 3 h... The reactants are CCOC(=O)C1=C(c2ccccc2)c2ccc(O)cc2C1=O, C1CCOC1, OCCN1CCOCC1, c1ccc(P(c2ccccc2)c2ccccc2)cc1, c1ccccc1. Yields the product CCOC(=O)C1=C(c2ccccc2)c2ccc(OCCN3CCOCC3)cc2C1=O. RXN SMILES: [CH2:1]([CH3:2])[O:3][C:4](=[O:5])[C:6]1=[C:14]([c:15]2[cH:16][cH:17][cH:18][cH:19][cH:20]2)[c:13]2[c:8]([cH:9][c:10]([OH:21])[cH:11][cH:12]2)[C:7]1=[O:22].[O:57]1[CH2:58][CH2:59][CH2:60][CH2:61]1.[OH:29][CH2:30][CH2:31][N:32]1[CH2:33][CH2:34][O:35][CH2:36][CH2:37]1.[c:38]1([P:39]([c:40]2[cH:41][cH:42][cH:43][cH:44][cH:45]2)[c:46]2[cH:47][cH:48][cH:49][cH:50][cH:51]2)[cH:52][cH:53][cH:54][cH:55][cH:56]1.[cH:23]1[cH:24][cH:25][cH:26][cH:27][cH:28]1>>[CH2:1]([CH3:2])[O:3][C:4](=[O:5])[C:6]1=[C:14]([c:15]2[cH:16][cH:17][cH:18][cH:19][cH:20]2)[c:13]2[c:8]([cH:9][c:10]([O:21][CH2:30][CH2:31][N:32]3[CH2:33][CH2:34][O:35][CH2:36][CH2:37]3)[cH:11][cH:12]2)[C:7]1=[O:22]. Starting materials: CCCCc1nc(C#N)c(C#N)nc1Cl, CN, c1ccccc1. The product is CCCCc1nc(C#N)c(C#N)nc1NC. Reaction SMILES: [C:1](#[N:2])[c:3]1[n:4][c:5]([CH2:12][CH2:13][CH2:14][CH3:15])[c:6]([Cl:11])[n:7][c:8]1[C:9]#[N:10].[CH3:16][NH2:17].[cH:18]1[cH:19][cH:20][cH:21][cH:22][cH:23]1>>[C:1](#[N:2])[c:3]1[n:4][c:5]([CH2:12][CH2:13][CH2:14][CH3:15])[c:6]([NH:17][CH3:16])[n:7][c:8]1[C:9]#[N:10].